This data is from the Open Reaction Database (ORD), a public repository of structured organic reaction records. The task is: describe an organic reaction: reactants, conditions, products, and yield Reactants: NC=1C=C(C=CC1N[C@@H]1CC[C@H](CC1)O)C(F)(F)F (3-amino-4-(trans-4-hydroxycyclohexylamino)benzotrifluoride), C(=S)(N1C=NC=C1)N1C=NC=C1 (1,1′-thiocarbonyldiimidazole), O (Water). The solvent is CN(C=O)C (N,N-dimethylformamide). Run at time 15 hour. Yields the product O[C@@H]1CC[C@H](CC1)N1C(NC2=C1C=CC(=C2)C(F)(F)F)=S (1-(trans-4-hydroxycyclohexyl)-5-trifluoromethyl-2,3-dihydro-1H-benzimidazol-2-thione). Isolated yield 70.2%. Reaction SMILES: [NH2:1][C:2]1[CH:3]=[C:4]([C:16]([F:19])([F:18])[F:17])[CH:5]=[CH:6][C:7]=1[NH:8][C@H:9]1[CH2:14][CH2:13][C@H:12]([OH:15])[CH2:11][CH2:10]1.[C:20](N1C=CN=C1)(N1C=CN=C1)=[S:21].O>CN(C)C=O>[OH:15][C@H:12]1[CH2:13][CH2:14][C@H:9]([N:8]2[C:7]3[CH:6]=[CH:5][C:4]([C:16]([F:17])([F:18])[F:19])=[CH:3][C:2]=3[NH:1][C:20]2=[S:21])[CH2:10][CH2:11]1. Reported procedure: To a solution of 3-amino-4-(trans-4-hydroxycyclohexylamino)benzotrifluoride (300 mg) in N,N-dimethylformamide (3 mL) was added 1,1′-thiocarbonyldiimidazole (234 mg), and the mixture was stirred at room temperature under nitrogen atmosphere for 15 hours. Water was added to the mixture, and the resulting precipitate was collected by filtration. The obtained solid was washed successively with water and diethyl ether to give 1-(trans-4-hydroxycyclohexyl)-5-trifluoromethyl-2,3-dihydro-1H-benzimidazol... The reactants are CCI, COc1ccc(-c2cc(=O)n(C)c(=O)[nH]2)cc1OC, CN(C)C=O, [H-], [Na+], O. Yields the product CCOc1nc(-c2ccc(OC)c(OC)c2)cc(=O)n1C. As a reaction SMILES: [CH2:22]([CH3:23])[I:24].[CH3:1][O:2][c:3]1[cH:4][c:5](-[c:11]2[cH:12][c:13](=[O:19])[n:14]([CH3:18])[c:15](=[O:17])[nH:16]2)[cH:6][cH:7][c:8]1[O:9][CH3:10].[CH3:26][N:27]([CH3:28])[CH:29]=[O:30].[H-:20].[Na+:21].[OH2:25]>>[CH3:1][O:2][c:3]1[cH:4][c:5](-[c:11]2[cH:12][c:13](=[O:19])[n:14]([CH3:18])[c:15]([O:17][CH2:22][CH3:23])[n:16]2)[cH:6][cH:7][c:8]1[O:9][CH3:10].